This data is from the Open Reaction Database (ORD), a public repository of structured organic reaction records. The task is: describe an organic reaction: reactants, conditions, products, and yield Starting materials: C(Cl)Cl.CCOC(=O)C.CC(=O)O (CH2Cl2 EtOAc AcOH), CC(C)(S(=O)(=O)C)C=1C=C2C=CC=NC2=C(C1)C=1C=C(C=O)C=CC1 (3-{6-[1-methyl-1-(methylsulfonyl)ethyl]-8-quinolinyl}benzaldehyde), CS(=O)(=O)C1=CC=C(C=C1)CC(=O)O (4-(methylsulfonyl)phenyl acetic acid), N1CCCCC1 (piperidine). Solvent: C1(=CC=CC=C1)C (toluene), CCOCC.C(Cl)Cl (Et2O CH2Cl2), C(Cl)Cl (CH2Cl2). The product is CC(C)(S(=O)(=O)C)C=1C=C2C=CC=NC2=C(C1)C=1C=C(C=CC1)/C=C(/C(=O)O)\C1=CC=C(C=C1)S(=O)(=O)C ((E)-3-(3-{6-[1-methyl-1-(methylsulfonyl)ethyl]-8-quinolinyl}phenyl)-2-[4-(methylsulfonyl)phenyl]-2-propenoic acid). Reaction SMILES: [CH3:1][C:2]([C:8]1[CH:9]=[C:10]2[C:15](=[C:16]([C:18]3[CH:19]=[C:20]([CH:23]=[CH:24][CH:25]=3)[CH:21]=O)[CH:17]=1)[N:14]=[CH:13][CH:12]=[CH:11]2)([S:4]([CH3:7])(=[O:6])=[O:5])[CH3:3].[CH3:26][S:27]([C:30]1[CH:35]=[CH:34][C:33]([CH2:36][C:37]([OH:39])=[O:38])=[CH:32][CH:31]=1)(=[O:29])=[O:28].N1CCCCC1.C(Cl)Cl.CCOC(C)=O.CC(O)=O>C1(C)C=CC=CC=1.C(Cl)Cl.CCOCC.C(Cl)Cl>[CH3:3][C:2]([C:8]1[CH:9]=[C:10]2[C:15](=[C:16]([C:18]3[CH:19]=[C:20](/[CH:21]=[C:36](\[C:33]4[CH:32]=[CH:31][C:30]([S:27]([CH3:26])(=[O:28])=[O:29])=[CH:35][CH:34]=4)/[C:37]([OH:39])=[O:38])[CH:23]=[CH:24][CH:25]=3)[CH:17]=1)[N:14]=[CH:13][CH:12]=[CH:11]2)([S:4]([CH3:7])(=[O:6])=[O:5])[CH3:1] |f:3.4.5,8.9|. Procedure details: A mixture of 3-{6-[1-methyl-1-(methylsulfonyl)ethyl]-8-quinolinyl}benzaldehyde from step 4 of Example 18 (2.33 g, 6.60 mmol), 4-(methylsulfonyl)phenyl acetic acid (1.71 g, 7.98 mmol) and piperidine (0.20 mL, 1.98 mmol) in 10 mL of toluene was refluxed for 2 days. The mixture was cooled to r.t., diluted with CH2Cl2, subjected to flash chromatography (CH2Cl2/EtOAc/AcOH, 50/50/1) and finally stirred with (Et2O/CH2Cl2) and isolated to give (E)-3-(3-{6-[1-methyl-1-(methylsulfonyl)ethyl]-8-quinolinyl}... Product: CC1=C(C(=CC2=C1C(C=C(C(N2)=O)O)=O)C)[N+](=O)[O-] (6,8-Dimethyl-3-hydroxy-7-nitro-1H-1-benzazepine-2,5-dione). Solvent: C(Cl)Cl (CH2Cl2), CHICl2. Conditions: time 60 minute. RXN SMILES: [CH3:1][C:2]1[C:7]2[C:8](=[O:16])[CH:9]=[C:10]([O:14]C)[C:11](=[O:13])[NH:12][C:6]=2[CH:5]=[C:4]([CH3:17])[C:3]=1[N+:18]([O-:20])=[O:19].B(Br)(Br)Br.C([O-])(O)=O.[Na+].[K+].[Br-]>C(Cl)Cl>[CH3:1][C:2]1[C:7]2[C:8](=[O:16])[CH:9]=[C:10]([OH:14])[C:11](=[O:13])[NH:12][C:6]=2[CH:5]=[C:4]([CH3:17])[C:3]=1[N+:18]([O-:20])=[O:19] |f:2.3,4.5|. Reported procedure: To a stirred suspension of 6,8-dimethyl-3-methoxy-7-nitro-1H-1-benzazepine-2,5-dione (460 mg, 1.66 mmol) in dry CH2Cl2 (50 mL, distilled from CaH2) under N2, there was added a solution of BBr3 in CHICl2 (6 mL, 1M, Aldrich) in one portion over 2 min at rt. The reaction suspension immediately became orange. The reaction was allowed to stir under N2 at rt for 60 min. The reaction was added to saturated NaHCO3 (60 mL) and the resulting mixture was vigorously stirred for 15 min. An orange aqueous por... Starting materials: ( w ), ( m ), ( w ), ( m ), ( w ), ( w ), ( m ), CC1=C(C(=CC2=C1C(C=C(C(N2)=O)OC)=O)C)[N+](=O)[O-] (6,8-dimethyl-3-methoxy-7-nitro-1H-1-benzazepine-2,5-dione), ( w ), ( m ), ( m ), [K+].[Br-] (KBr), ( m ), B(Br)(Br)Br (BBr3), ( s ), ( m ), C(=O)(O)[O-].[Na+] (NaHCO3), ( s ), ( m ), ( m ), ( w ), ( w ), ( w ), ( w ), ( w ), ( w ), ( w ), ( m ), ( m ), ( m ), ( w ). Starting materials: carboxylic acid, C1(=CC=CC=C1)C(CNCC[C@H](OC=1C=C(C=CC1)CC(=O)O)C)C1=CC=CC=C1 ((R)-2-(3-{3-[(2,2-diphenylethyl)amino]-1-methyl-propoxy}-phenyl)acetic acid), ClC1=C(C=O)C=CC=C1C(F)(F)F (2-chloro-3-trifluoromethylbenzaldehyde), Cl.CCOCC (HCl Et2O), FC(C=1C=C(C=O)C=CC1F)(F)F (3-(trifluoromethyl)-4-fluoro-benzaldehyde), COC(C)=O (acetic acid methyl ester), amine carboxylic acid. The solvent is CCOCC (Et2O). Product: Cl.FC(C=1C=C(CN(CC[C@H](OC=2C=C(C=CC2)CC(=O)O)C)CC(C2=CC=CC=C2)C2=CC=CC=C2)C=CC1F)(F)F ((R)-2-(3-{3-[[3-(trifluoromethyl)-4-fluoro-benzyl](2,2-diphenylethyl)amino]-1-methyl-propoxy}-phenyl)acetic acid hydrochloride salt). RXN SMILES: [C:1]1([CH:7]([C:25]2[CH:30]=[CH:29][CH:28]=[CH:27][CH:26]=2)[CH2:8][NH:9][CH2:10][CH2:11][C@@H:12]([CH3:24])[O:13][C:14]2[CH:15]=[C:16]([CH2:20][C:21]([OH:23])=[O:22])[CH:17]=[CH:18][CH:19]=2)[CH:6]=[CH:5][CH:4]=[CH:3][CH:2]=1.[F:31][C:32]([F:43])([F:42])[C:33]1[CH:34]=[C:35]([CH:38]=[CH:39][C:40]=1[F:41])[CH:36]=O.COC(=O)C.[Cl:49]C1C(C(F)(F)F)=CC=CC=1C=O.Cl.CCOCC>CCOCC>[ClH:49].[F:42][C:32]([F:31])([F:43])[C:33]1[CH:34]=[C:35]([CH:38]=[CH:39][C:40]=1[F:41])[CH2:36][N:9]([CH2:8][CH:7]([C:1]1[CH:2]=[CH:3][CH:4]=[CH:5][CH:6]=1)[C:25]1[CH:26]=[CH:27][CH:28]=[CH:29][CH:30]=1)[CH2:10][CH2:11][C@@H:12]([CH3:24])[O:13][C:14]1[CH:15]=[C:16]([CH2:20][C:21]([OH:23])=[O:22])[CH:17]=[CH:18][CH:19]=1 |f:4.5,7.8|. Procedure: Following the procedure of Example 7(d) except (R)-2-(3-{3-[(2,2-diphenylethyl)amino]-1-methyl-propoxy}-phenyl)acetic acid and 3-(trifluoromethyl)-4-fluoro-benzaldehyde were used instead of (R)-2-(3-{3-(2,2-diphenylethyl)amino]-3-methyl-propoxy}phenyl)acetic acid methyl ester and 2-chloro-3-trifluoromethylbenzaldehyde in step (d) the corresponding carboxylic acid was obtained. The crude product was purified by preparative HPLC (TMC CombiPrep PDS, 75×30 mm, 25 mL/min, acetonitrile: H2O, UV detect...